From a dataset of the Open Reaction Database (ORD), a public repository of structured organic reaction records. describe an organic reaction: reactants, conditions, products, and yield Reactants: aldehyde, C(C)(=O)OC=C (vinyl acetate), C(CCC)=O (n-butyraldehyde), [OH-].[Na+] (sodium hydroxide), polyvinyl alcohol, Cl (hydrochloric acid). Reaction conditions: temperature 90 celsius, time 30 minute. Product: polyvinylbutyral, C(=C)O (vinyl alcohol), C(C)(=O)OC=C (vinyl acetate). As a reaction SMILES: [C:1]([O:4][CH:5]=[CH2:6])(=[O:3])[CH3:2].[OH-].[Na+].Cl.C(=O)CCC>>[CH:1]([OH:3])=[CH2:2].[C:1]([O:4][CH:5]=[CH2:6])(=[O:3])[CH3:2] |f:1.2|. Reported procedure: 1000 parts by weight of a 10% by weight solution of polyvinyl alcohol having a degree of polymerization Pn of about 1300 and a vinyl acetate unit content of 1.8% by weight are heated to 90° C. and, after the addition of 9.3 parts by weight of 10% by weight sodium hydroxide solution, stirred for 30 minutes at 90° C. The solution is then cooled to 16° C., the cooling time between 40° C. and 16° C. being 20 minutes, and treated with 65 parts by weight of concentrated hydrochloric acid. 57.6 parts b... RXN SMILES: O.[Pd:2].[Pd+2].[C:4]([O-:7])(=O)[CH3:5].[Pd+2].[C:9]([O-:12])(=O)[CH3:10].[CH2:13]([C:17]([CH3:19])=[O:18])C(C)C>>[Pd:2].[CH3:19]/[C:17](/[O-:18])=[CH:13]/[C:4]([CH3:5])=[O:7].[CH3:19]/[C:17](/[O-:18])=[CH:13]/[C:9]([CH3:10])=[O:12].[Pd+2:2] |f:3.4.5,8.9.10|. Starting materials: [Pd+2] (palladium (II)), C(C)(=O)[O-].[Pd+2].C(C)(=O)[O-] (palladium acetate), organopalladium, organopalladium, O (water), [Pd] (palladium (0)), C(C(C)C)C(=O)C (methyl isobutyl ketone). The product is [Pd] (palladium (0)), C/C(=C/C(=O)C)/[O-].C/C(=C/C(=O)C)/[O-].[Pd+2] (Pd(acac)2). Procedure details: In the prior art, preparation of metal colloids has typically been carried out in aqueous solution in the presence of additives such as surfactants, oil microemulsions, nonpolar water-soluble polymers or amphiphilic block or graft copolymers. In addition, preparation of palladium (0) sols with particle diameter ranges between 7 nm and 260 nm has been carried out by thermal decomposition of organopalladium compounds in various organic solvents using refluxing conditions without any additives. Thi... Starting materials: BrCC(=C)C (3-Bromo-2-methylprop-1-ene), C([O-])([O-])=O.[Cs+].[Cs+] (cesium carbonate), CC=1C=C(C=C(C1)[N+](=O)[O-])C=1C=NNC1 (4-(3-methyl-5-nitrophenyl)-1H-pyrazole). The solvent is CC(=O)N(C)C (dimethylacetamide). Conditions: temperature 70 celsius, time 18 hour. Product: CC=1C=C(C=C(C1)[N+](=O)[O-])C=1C=NN(C1)CC(=C)C (4-(3-methyl-5-nitrophenyl)-1-(2-methylallyl)-1H-pyrazole). As a reaction SMILES: Br[CH2:2][C:3]([CH3:5])=[CH2:4].C(=O)([O-])[O-].[Cs+].[Cs+].[CH3:12][C:13]1[CH:14]=[C:15]([C:22]2[CH:23]=[N:24][NH:25][CH:26]=2)[CH:16]=[C:17]([N+:19]([O-:21])=[O:20])[CH:18]=1>CC(N(C)C)=O>[CH3:12][C:13]1[CH:14]=[C:15]([C:22]2[CH:26]=[N:25][N:24]([CH2:4][C:3]([CH3:5])=[CH2:2])[CH:23]=2)[CH:16]=[C:17]([N+:19]([O-:21])=[O:20])[CH:18]=1 |f:1.2.3|. Reported procedure: 3-Bromo-2-methylprop-1-ene (4.19 g, 31.0 mmol) and cesium carbonate (13.5 g, 41.3 mmol) were added to a solution of 4-(3-methyl-5-nitrophenyl)-1H-pyrazole (4.20 g, 20.7 mmol) in dimethylacetamide (41 mL) and stirred at 70° C. for 18 h. The mixture was allowed to cool to room temperature, passed through CELITE, washed with methanol, and concentrated under reduced pressure. The residue was purified by column chromatography on silica gel (0-50% EtOAc/Hexane) to afford 4-(3-methyl-5-nitrophenyl)-1-(... Reactants: CN(C)CCCN1C=2C=CC=CC2CCC3=C1C=CC=C3.Cl (imipramine HCl), 3-hydroxy-2-napthoic sodium, Cl (HCl), [OH-].[Na+] (NaOH), OC=1C(=CC2=CC=CC=C2C1)C(=O)O (3-hydroxy-2-napthoic acid), CN(C)CCCN1C=2C=CC=CC2CCC3=C1C=CC=C3.Cl (imipramine HCl), Cl (HCl), [OH-].[Na+] (NaOH). Solvent: O (water), O (water). Run at time 18 hour. Yields the product CN(C)CCCN1C=2C=CC=CC2CCC3=C1C=CC=C3 (Imipramine). Yield: 105.5%. As a reaction SMILES: OC1C(C(O)=O)=CC2C(C=1)=CC=CC=2.Cl.[OH-].[Na+].[CH3:18][N:19]([CH2:21][CH2:22][CH2:23][N:24]1[C:34]2[CH:35]=[CH:36][CH:37]=[CH:38][C:33]=2[CH2:32][CH2:31][C:30]2[CH:29]=[CH:28][CH:27]=[CH:26][C:25]1=2)[CH3:20].Cl>O>[CH3:18][N:19]([CH2:21][CH2:22][CH2:23][N:24]1[C:25]2[CH:26]=[CH:27][CH:28]=[CH:29][C:30]=2[CH2:31][CH2:32][C:33]2[CH:38]=[CH:37][CH:36]=[CH:35][C:34]1=2)[CH3:20] |f:2.3,4.5|. Reported procedure: To a solution containing 7.7 g of 3-hydroxy-2-napthoic acid in 75.0 g of USP water was added as necessary dilute HCl or NaOH solution to adjust the solution to about pH 9.4. To a second solution of 13.6 g of imipramine HCl in 100.0 g of USP water was added as necessary dilute HCl or NaOH solution to adjust the solution to about pH 4.5. The imipramine HCl solution was added to the 3-hydroxy-2-napthoic sodium salt solution over a period of about 2 h. The mixture was stirred and held at around 50° ...